This data is from the Open Reaction Database (ORD), a public repository of structured organic reaction records. The task is: describe an organic reaction: reactants, conditions, products, and yield Starting materials: COC1=C(C(=C(C(=C1)C)C=CC(C)=O)C)C (4-(4-methoxy-2,3,6-trimethylphenyl)-3-buten-2-one), BrC/C=C/C(=O)OC (methyl 4-bromocrotonate). The product is COC(C=CC=C(C=CC1=C(C(=C(C=C1C)OC)C)C)C)=O (Methyl7-(4-Methoxy-2,3,6-trimethylphenyl)-5-Methyl-Hepta-2,4,6-Trienoate). As a reaction SMILES: [CH3:1][O:2][C:3]1[CH:8]=[C:7]([CH3:9])[C:6]([CH:10]=[CH:11][C:12](=O)[CH3:13])=[C:5]([CH3:15])[C:4]=1[CH3:16].Br[CH2:18]/[CH:19]=[CH:20]/[C:21]([O:23][CH3:24])=[O:22]>>[CH3:24][O:23][C:21](=[O:22])[CH:20]=[CH:19][CH:18]=[C:12]([CH3:13])[CH:11]=[CH:10][C:6]1[C:7]([CH3:9])=[CH:8][C:3]([O:2][CH3:1])=[C:4]([CH3:16])[C:5]=1[CH3:15]. Reported procedure: In a manner similar to Example 5, reaction of 4-(4-methoxy-2,3,6-trimethylphenyl)-3-buten-2-one with methyl 4-bromocrotonate afforded the desired compound. Crystallization from ether-petroleum ether gave yellow crystals, m.p. 104°-109° C. MS(EI): 300(m+), 285(m+ --CH3), 241(m+ --CO2CH3). Starting materials: FC1=C(C(=C(C=C1OC)OC)F)C1=CC=C(C=2N=CC=NC12)C(=O)O (8-(2,6-difluoro-3,5-dimethoxy-phenyl)-quinoxaline-5-carboxylic acid), C(C)N1CCN(CC1)CC=1C=CC(=NC1)N (5-(4-ethyl-piperazin-1-ylmethyl)-pyridin-2-ylamine), CN(C)C(=[N+](C)C)ON1C2=C(C=CC=C2)N=N1.[B-](F)(F)(F)F (TBTU). Run at time 48 hour. The product is C(C)N1CCN(CC1)CC=1C=CC(=NC1)NC(=O)C=1C=2N=CC=NC2C(=CC1)C1=C(C(=CC(=C1F)OC)OC)F (8-(2,6-Difluoro-3,5-dimethoxy-phenyl)-quinoxaline-5-carboxylic acid [5-(4-ethyl-piperazin-1-ylmethyl)-pyridin-2-yl]-amide). Reaction SMILES: [F:1][C:2]1[C:7]([O:8][CH3:9])=[CH:6][C:5]([O:10][CH3:11])=[C:4]([F:12])[C:3]=1[C:13]1[C:22]2[N:21]=[CH:20][CH:19]=[N:18][C:17]=2[C:16]([C:23](O)=[O:24])=[CH:15][CH:14]=1.[CH2:26]([N:28]1[CH2:33][CH2:32][N:31]([CH2:34][C:35]2[CH:36]=[CH:37][C:38]([NH2:41])=[N:39][CH:40]=2)[CH2:30][CH2:29]1)[CH3:27].CN(C(ON1N=NC2C=CC=CC1=2)=[N+](C)C)C.[B-](F)(F)(F)F>>[CH2:26]([N:28]1[CH2:29][CH2:30][N:31]([CH2:34][C:35]2[CH:36]=[CH:37][C:38]([NH:41][C:23]([C:16]3[C:17]4[N:18]=[CH:19][CH:20]=[N:21][C:22]=4[C:13]([C:3]4[C:4]([F:12])=[C:5]([O:10][CH3:11])[CH:6]=[C:7]([O:8][CH3:9])[C:2]=4[F:1])=[CH:14][CH:15]=3)=[O:24])=[N:39][CH:40]=2)[CH2:32][CH2:33]1)[CH3:27] |f:2.3|. Procedure details: The title compound was prepared in analogy to the procedure described in Step 14.1 but using 8-(2,6-difluoro-3,5-dimethoxy-phenyl)-quinoxaline-5-carboxylic acid (Step 88.1), 5-(4-ethyl-piperazin-1-ylmethyl)-pyridin-2-ylamine (Step 26.1), and stirring the reaction mixture for 48 h at rt and for 5 h at 50° C. after addition of further 1.2 equiv of TBTU. The crude product was purified by silica gel column chromatography (DCM/MeOH/NH3aq, 94:5:1). Title compound: ESI-MS: 549.1 [M+H]+; tR=3.39 min (Sy... Reactants: C[C@@H]1CN(CCN1)CC(=O)NC1=C2C=CC=NC2=CC=C1 ((R)-2-(3-Methylpiperazin-1-yl)-N-(quinolin-5-yl)acetamide), C(#N)C1=CC=C(C=C1)S(=O)(=O)Cl (4-cyanobenzenesulphonyl chloride). Product: C(#N)C1=CC=C(C=C1)S(=O)(=O)N1[C@@H](CN(CC1)CC(=O)NC1=C2C=CC=NC2=CC=C1)C ((R)-2-[4-(4-Cyanobenzenesulphonyl)-3-methylpiperazin-1-yl]-N-(quinolin-5-yl)acetamide). As a reaction SMILES: [CH3:1][C@H:2]1[NH:7][CH2:6][CH2:5][N:4]([CH2:8][C:9]([NH:11][C:12]2[CH:21]=[CH:20][CH:19]=[C:18]3[C:13]=2[CH:14]=[CH:15][CH:16]=[N:17]3)=[O:10])[CH2:3]1.[C:22]([C:24]1[CH:29]=[CH:28][C:27]([S:30](Cl)(=[O:32])=[O:31])=[CH:26][CH:25]=1)#[N:23]>>[C:22]([C:24]1[CH:25]=[CH:26][C:27]([S:30]([N:7]2[CH2:6][CH2:5][N:4]([CH2:8][C:9]([NH:11][C:12]3[CH:21]=[CH:20][CH:19]=[C:18]4[C:13]=3[CH:14]=[CH:15][CH:16]=[N:17]4)=[O:10])[CH2:3][C@H:2]2[CH3:1])(=[O:32])=[O:31])=[CH:28][CH:29]=1)#[N:23]. Reported procedure: The title compound was prepared from the product of step (i) (1.4 g) and 4-cyanobenzenesulphonyl chloride (1 g) by the method of Example 58 step (ii) as a white solid. Yield: 0.41 g Starting materials: B, C1CCOC1, CSC, CCOCC, CCc1ccc(C(=O)NCc2ccc(F)cc2F)cc1. Product: CCc1ccc(CNCc2ccc(F)cc2F)cc1. RXN SMILES: [BH3:21].[CH2:25]1[O:26][CH2:27][CH2:28][CH2:29]1.[CH3:22][S:23][CH3:24].[CH3:30][CH2:31][O:32][CH2:33][CH3:34].[F:1][c:2]1[c:3]([CH2:4][NH:5][C:6]([c:7]2[cH:8][cH:9][c:10]([CH2:13][CH3:14])[cH:11][cH:12]2)=[O:15])[cH:16][cH:17][c:18]([F:20])[cH:19]1>>[F:1][c:2]1[c:3]([CH2:4][NH:5][CH2:6][c:7]2[cH:8][cH:9][c:10]([CH2:13][CH3:14])[cH:11][cH:12]2)[cH:16][cH:17][c:18]([F:20])[cH:19]1. Starting materials: C(C=O)(=O)O.O (monohydrate glyoxylic acid), [K] (potassium), Cl (HCl), Cl.Cl.NCCC1=CNC=N1 (histamine dihydrochloride), [OH-].[K+] (potassium hydroxide). Run in O (water), O (water). Conditions: temperature 90 celsius. The product is Cl.Cl.N1C=NC=2C(NCCC21)C(=O)O (4,5,6,7-tetrahydroimidazo[4,5-c]pyridine-4-carboxylic acid dihydrochloride). Reaction SMILES: [ClH:1].Cl.[NH2:3][CH2:4][CH2:5][C:6]1[N:10]=[CH:9][NH:8][CH:7]=1.[OH-].[K+].[C:13]([OH:17])(=[O:16])[CH:14]=O.O.[K].Cl>O>[ClH:1].[ClH:1].[NH:10]1[C:6]2[CH2:5][CH2:4][NH:3][CH:14]([C:13]([OH:17])=[O:16])[C:7]=2[N:8]=[CH:9]1 |f:0.1.2,3.4,5.6,10.11.12,^1:18|. Procedure: 25.00 g (0.135 moles) of histamine dihydrochloride were dissolved in 125 ml of water; 26.92 g (0.40 moles) of 85% potassium hydroxide were then added to the cooled solution. A solution of 12.51 g (0.136 moles) of monohydrate glyoxylic acid and 9.00 g (0.136 moles) of 85% potassium hydroxyde in 125 ml of water was dropped into the first one and the reaction mixture heated at 90° C., 6 hours, cooled, treated with conc. HCl and concentrated in vacuo to dryness. The reactants are COC=1C(=CC2=C(C=C(CCC2)C(=O)N2C(CN(CC2)C(C2=CC(=C(C(=C2)OC)OC)OC)=O)C(=O)OCC)C1)OC (ethyl 1-(2,3-dimethoxy-6,7-dihydro-5H-benzocyclohepten-8-ylcarbonyl) -4-(3,4,5-trimethoxybenzoyl)piperazine-2-carboxylate), C([O-])([O-])=O.[K+].[K+] (potassium carbonate), O (water), O (water). Run in CO (methanol). Run at temperature 70 celsius, time 30 minute. Yields the product COC=1C(=CC2=C(C=C(CCC2)C(=O)N2C(CN(CC2)C(C2=CC(=C(C(=C2)OC)OC)OC)=O)C(=O)O)C1)OC (1-(2,3-dimethoxy-6,7-dihydro-5H-benzocyclohepten-8-ylcarbonyl) -4-(3,4,5-trimethoxybenzoyl)piperazine-2-carboxylic acid). Yield: 96.3%. RXN SMILES: [CH3:1][O:2][C:3]1[C:4]([O:41][CH3:42])=[CH:5][C:6]2[CH2:12][CH2:11][CH2:10][C:9]([C:13]([N:15]3[CH2:20][CH2:19][N:18]([C:21](=[O:34])[C:22]4[CH:27]=[C:26]([O:28][CH3:29])[C:25]([O:30][CH3:31])=[C:24]([O:32][CH3:33])[CH:23]=4)[CH2:17][CH:16]3[C:35]([O:37]CC)=[O:36])=[O:14])=[CH:8][C:7]=2[CH:40]=1.C(=O)([O-])[O-].[K+].[K+].O>CO>[CH3:1][O:2][C:3]1[C:4]([O:41][CH3:42])=[CH:5][C:6]2[CH2:12][CH2:11][CH2:10][C:9]([C:13]([N:15]3[CH2:20][CH2:19][N:18]([C:21](=[O:34])[C:22]4[CH:27]=[C:26]([O:28][CH3:29])[C:25]([O:30][CH3:31])=[C:24]([O:32][CH3:33])[CH:23]=4)[CH2:17][CH:16]3[C:35]([OH:37])=[O:36])=[O:14])=[CH:8][C:7]=2[CH:40]=1 |f:1.2.3|. Procedure: To a solution of ethyl 1-(2,3-dimethoxy-6,7-dihydro-5H-benzocyclohepten-8-ylcarbonyl) -4-(3,4,5-trimethoxybenzoyl)piperazine-2-carboxylate (1.2 g) in methanol (15 ml) are added potassium carbonate (3.0 g) and water (8 ml) and the mixture is stirred at 70° C. for 30 minutes. To the reaction mixture is added water (50 ml). The mixture is washed with ethyl acetate. The aqueous layer is made acid with dilute hydrochloric acid, followed by extraction with ethyl acetate. The organic layer is washed wi... Reactants: C(C)(C)(C)OC(NC1(CC1)C(N)=O)=O ((1-carbamoyl-cyclopropyl)-carbamic acid tert-butyl ester), N1=C(Cl)N=C(Cl)N=C1Cl (cyanuric chloride). The solvent is O (water), CN(C)C=O (DMF). Reaction conditions: time 1 hour. Product: C(C)(C)(C)OC(NC1(CC1)C#N)=O ((1-cyano-cyclopropyl)-carbamic acid tert-butyl ester). Isolated yield 53.9%. As a reaction SMILES: [C:1]([O:5][C:6](=[O:14])[NH:7][C:8]1([C:11](=O)[NH2:12])[CH2:10][CH2:9]1)([CH3:4])([CH3:3])[CH3:2].N1C(Cl)=NC(Cl)=NC=1Cl>CN(C=O)C.O>[C:1]([O:5][C:6](=[O:14])[NH:7][C:8]1([C:11]#[N:12])[CH2:10][CH2:9]1)([CH3:4])([CH3:2])[CH3:3]. Procedure: To a stirred solution of (1-carbamoyl-cyclopropyl)-carbamic acid tert-butyl ester (5.7 g, 28.4 mmol) in DMF (50 mL) was added cyanuric chloride (2.6 g, 14.2 mmol) and it was stirred at room temperature for 1 h before it was diluted with water (400 mL). The product precipitated and filtration gave (1-cyano-cyclopropyl)-carbamic acid tert-butyl ester (2.79 g, 53.9%).